From a dataset of the Open Reaction Database (ORD), a public repository of structured organic reaction records. describe an organic reaction: reactants, conditions, products, and yield Reactants: 74.4, BrCC(=O)C1=CC2=CC=CC=C2C=C1 (2-bromo-1-(2-naphthalenyl)-1-ethanone), C(CCC)O (butanol), CC1=CC=C(C=C1)S(=O)(=O)O (4-methylbenzenesulfonic acid), C(C(CC)O)O (1,2-butanediol). Run in C1=CC=CC=C1 (benzene). Reaction conditions: time 8 hour. The product is 41, BrCC1(OCCO1)C1=CC2=CC=CC=C2C=C1 (2-(bromomethyl)-2-(2-naphthalenyl)-1,3-dioxolane). RXN SMILES: [Br:1][CH2:2][C:3]([C:5]1[CH:14]=[CH:13][C:12]2[C:7](=[CH:8][CH:9]=[CH:10][CH:11]=2)[CH:6]=1)=[O:4].[CH2:15]([OH:19])[CH2:16]CC.CC1C=CC(S(O)(=O)=O)=CC=1.C(O)C(O)CC>C1C=CC=CC=1>[Br:1][CH2:2][C:3]1([C:5]2[CH:14]=[CH:13][C:12]3[C:7](=[CH:8][CH:9]=[CH:10][CH:11]=3)[CH:6]=2)[O:19][CH2:15][CH2:16][O:4]1. Procedure: To a stirred solution of 74.4 parts of 2-bromo-1-(2-naphthalenyl)-1-ethanone in 240 parts of butanol are added successively 3 parts of 4-methylbenzenesulfonic acid and 270 parts of benzene. Then there are added dropwise 28 parts of 1,2-butanediol. Upon completion, stirring is continued overnight at reflux temperature. The reaction mixture is evaporated. The residue is dissolved in 2,2'-oxybispropane and the solution is stirred with a diluted sodium hydroxide solution. The layers are separated an... Starting materials: [N+](=O)([O-])C1=CC=C(CS(=O)(=O)C2=CC=C(C=C2)C)C=C1 (4-methylphenyl 4-nitrobenzyl sulfone). Reagents/catalysts: [Pd] (palladium on carbon). The solvent is C(C)O (ethanol), C(C)(=O)OCC (ethyl acetate). Product: CC1=CC=C(C=C1)S(=O)(=O)CC1=CC=C(C=C1)N (4-aminobenzyl 4-methylphenyl sulfone). Isolated yield 89.2%. Reaction SMILES: [N+:1]([C:4]1[CH:20]=[CH:19][C:7]([CH2:8][S:9]([C:12]2[CH:17]=[CH:16][C:15]([CH3:18])=[CH:14][CH:13]=2)(=[O:11])=[O:10])=[CH:6][CH:5]=1)([O-])=O>C(O)C.C(OCC)(=O)C.[Pd]>[CH3:18][C:15]1[CH:14]=[CH:13][C:12]([S:9]([CH2:8][C:7]2[CH:6]=[CH:5][C:4]([NH2:1])=[CH:20][CH:19]=2)(=[O:11])=[O:10])=[CH:17][CH:16]=1. Procedure: In ethanol (10 ml) and ethyl acetate (60 ml) was dissolved 4-methylphenyl 4-nitrobenzyl sulfone (0.5 g; G. Bram et al., Synthesis, 1987, 56-59). To the mixture was added 10% palladium on carbon (0.05 g) and catalytic hydrogenation was carried out at room temperature over night. The catalyst was filtered off, and the solvent was evaporated to give 4-aminobenzyl 4-methylphenyl sulfone (0.4 g) as colorless crystals. Reactants: N1=CC=CC=C1 (pyridine), S(=O)(Cl)Cl (thionyl chloride), C(#N)C1=C(OCC(C(=O)O)OC2=CC=CC=C2Cl)C=CC(=C1)C(F)(F)F (3-(2'-cyano-4'-trifluoromethylphenoxy)-α-(6-chlorophenoxy)-propionic acid). Solvent: C1(=CC=CC=C1)C (toluene). Run at time 3 hour. Product: C(C=C)OC(C(COC1=C(C=C(C=C1)C(F)(F)F)C#N)OC1=CC=CC=C1Cl)=O (3-(2'-cyano-4'-trifluoromethylphenoxy)-α-(6-chlorophenoxy)-propionic acid-allyl ester). Reaction SMILES: [C:1]([C:3]1[CH:22]=[C:21]([C:23]([F:26])([F:25])[F:24])[CH:20]=[CH:19][C:4]=1[O:5][CH2:6][CH:7]([O:11][C:12]1[C:17]([Cl:18])=[CH:16][CH:15]=[CH:14][CH:13]=1)[C:8]([OH:10])=[O:9])#[N:2].N1C=C[CH:30]=[CH:29][CH:28]=1.S(Cl)(Cl)=O>C1(C)C=CC=CC=1>[CH2:30]([O:9][C:8](=[O:10])[CH:7]([O:11][C:12]1[C:17]([Cl:18])=[CH:16][CH:15]=[CH:14][CH:13]=1)[CH2:6][O:5][C:4]1[CH:19]=[CH:20][C:21]([C:23]([F:24])([F:25])[F:26])=[CH:22][C:3]=1[C:1]#[N:2])[CH:29]=[CH2:28]. Reported procedure: 55 g (0.15 Mol) of the acid obtained in Example 2 are dissolved in 120 ml of toluene. Then 2 ml of pyridine and 40 ml of thionyl chloride are added thereto. This mixture is stirred for 3 hours at 80°. Then the solvents are distilled off under reduced pressure and the remaining oil (56 g) is dissolved in 200 ml of toluene. To this solution is added dropwise, at a temperature of 5°-15°, first 12.5 g of allyl alcohol, then 28 g of triethylamine. This reaction mixture is stirred overnight at room te... The reactants are C(C)N1C(C(=CC2=CN=C(C=C12)NCCOC)C=1C(=CC(=C(C1)NC(=O)NC1=CC=CC=C1)F)F)=O (1-(5-(1-ethyl-7-(2-methoxyethylamino)-2-oxo-1,2-dihydro-1,6-naphthyridin-3-yl)-2,4-difluorophenyl)-3-phenylurea), CS(=O)(=O)O (methanesulfonic acid). Run in CC#N (MeCN). Run at time 1 hour. The product is CS(=O)(=O)O.C(C)N1C(C(=CC2=CN=C(C=C12)NCCOC)C=1C(=CC(=C(C1)NC(=O)NC1=CC=CC=C1)F)F)=O (1-(5-(1-ethyl-7-(2-methoxyethylamino)-2-oxo-1,2-dihydro-1,6-naphthyridin-3-yl)-2,4-difluorophenyl)-3-phenylurea methanesulfonate). Yield: 79.6%. RXN SMILES: [CH2:1]([N:3]1[C:12]2[C:7](=[CH:8][N:9]=[C:10]([NH:13][CH2:14][CH2:15][O:16][CH3:17])[CH:11]=2)[CH:6]=[C:5]([C:18]2[C:19]([F:35])=[CH:20][C:21]([F:34])=[C:22]([NH:24][C:25]([NH:27][C:28]3[CH:33]=[CH:32][CH:31]=[CH:30][CH:29]=3)=[O:26])[CH:23]=2)[C:4]1=[O:36])[CH3:2].[CH3:37][S:38]([OH:41])(=[O:40])=[O:39]>CC#N>[CH3:37][S:38]([OH:41])(=[O:40])=[O:39].[CH2:1]([N:3]1[C:12]2[C:7](=[CH:8][N:9]=[C:10]([NH:13][CH2:14][CH2:15][O:16][CH3:17])[CH:11]=2)[CH:6]=[C:5]([C:18]2[C:19]([F:35])=[CH:20][C:21]([F:34])=[C:22]([NH:24][C:25]([NH:27][C:28]3[CH:29]=[CH:30][CH:31]=[CH:32][CH:33]=3)=[O:26])[CH:23]=2)[C:4]1=[O:36])[CH3:2] |f:3.4|. Procedure: To a suspension of 1-(5-(1-ethyl-7-(2-methoxyethylamino)-2-oxo-1,2-dihydro-1,6-naphthyridin-3-yl)-2,4-difluorophenyl)-3-phenylurea (0.200 g, 0.405 mmol) in MeCN (10 mL) was added methanesulfonic acid (0.039 g, 0.405 mmol) and the mixture stirred at RT for 1 h. The solvent was evaporated and the residue crystallized from MeCN to provide 1-(5-(1-ethyl-7-(2-methoxyethylamino)-2-oxo-1,2-dihydro-1,6-naphthyridin-3-yl)-2,4-difluorophenyl)-3-phenylurea methanesulfonate (190 mg, 80% yield) as a white so...